Dataset: the Open Reaction Database (ORD), a public repository of structured organic reaction records. Task: describe an organic reaction: reactants, conditions, products, and yield The reactants are O=C([O-])[O-], CI, CC(C)=O, [K+], [K+], O=[N+]([O-])c1ccccc1S(=O)(=O)NOCc1ccccc1. Product: CN(OCc1ccccc1)S(=O)(=O)c1ccccc1[N+](=O)[O-]. As a reaction SMILES: [C:22](=[O:23])([O-:24])[O-:25].[CH3:28][I:29].[CH3:30][C:31](=[O:32])[CH3:33].[K+:26].[K+:27].[c:1]1([CH2:7][O:8][NH:9][S:10](=[O:11])(=[O:12])[c:13]2[c:14]([N+:19](=[O:20])[O-:21])[cH:15][cH:16][cH:17][cH:18]2)[cH:2][cH:3][cH:4][cH:5][cH:6]1>>[c:1]1([CH2:7][O:8][N:9]([S:10](=[O:11])(=[O:12])[c:13]2[c:14]([N+:19](=[O:20])[O-:21])[cH:15][cH:16][cH:17][cH:18]2)[CH3:22])[cH:2][cH:3][cH:4][cH:5][cH:6]1. The reactants are BrC1=CC(=C(C=C1)C(=O)N1CCN(CC1)C1=NC=C(C=C1C)CC)F ((4-bromo-2-fluorophenyl)[4-(5-ethyl-3-methylpyridin-2-yl)piperazin-1-yl]methanone), CN1C(NCC1=O)=O (3-methylimidazolidine-2,4-dione). Product: C(C)C=1C=C(C(=NC1)N1CCN(CC1)C(=O)C1=C(C=C(C=C1)N1C(N(C(C1)=O)C)=O)F)C (1-{4-[4-(5-ethyl-3-methylpyridin-2-yl)piperazine-1-carbonyl]-3-fluorophenyl}-3-methylimidazolidine-2,4-dione). The yield is 65.2%. RXN SMILES: Br[C:2]1[CH:7]=[CH:6][C:5]([C:8]([N:10]2[CH2:15][CH2:14][N:13]([C:16]3[C:21]([CH3:22])=[CH:20][C:19]([CH2:23][CH3:24])=[CH:18][N:17]=3)[CH2:12][CH2:11]2)=[O:9])=[C:4]([F:25])[CH:3]=1.[CH3:26][N:27]1[C:31](=[O:32])[CH2:30][NH:29][C:28]1=[O:33]>>[CH2:23]([C:19]1[CH:20]=[C:21]([CH3:22])[C:16]([N:13]2[CH2:14][CH2:15][N:10]([C:8]([C:5]3[CH:6]=[CH:7][C:2]([N:29]4[CH2:30][C:31](=[O:32])[N:27]([CH3:26])[C:28]4=[O:33])=[CH:3][C:4]=3[F:25])=[O:9])[CH2:11][CH2:12]2)=[N:17][CH:18]=1)[CH3:24]. Procedure details: Using (4-bromo-2-fluorophenyl)[4-(5-ethyl-3-methylpyridin-2-yl)piperazin-1-yl]methanone (163 mg) described in Preparation Example 211 and 3-methylimidazolidine-2,4-dione (68 mg) described in Preparation Example 214 and by the reaction and treatment in the same manner as in Example 536, the title compound (115 mg) was obtained. The reactants are Cc1[nH]cnc1CSCCNC(=N)c1ccc(O)cc1, S=P12SP3(=S)SP(=S)(S1)SP(=S)(S2)S3, c1ccncc1. The product is Cc1[nH]cnc1CSCCNC(=N)c1ccc(S)cc1. Reaction SMILES: [CH3:1][c:2]1[c:3]([CH2:7][S:8][CH2:9][CH2:10][NH:11][C:12]([c:13]2[cH:14][cH:15][c:16]([OH:19])[cH:17][cH:18]2)=[NH:20])[n:4][cH:5][nH:6]1.[P:21]12(=[S:22])[S:23][P:24]3(=[S:34])[S:25][P:26](=[S:32])([S:27][P:28](=[S:31])([S:29]3)[S:30]1)[S:33]2.[cH:35]1[cH:36][cH:37][n:38][cH:39][cH:40]1>>[CH3:1][c:2]1[c:3]([CH2:7][S:8][CH2:9][CH2:10][NH:11][C:12]([c:13]2[cH:14][cH:15][c:16]([SH:22])[cH:17][cH:18]2)=[NH:20])[n:4][cH:5][nH:6]1. Reactants: CCCC(=O)OC(C)c1nccc(N2CCc3c(c(=O)n(-c4cnc5ccccc5n4)n3C)C2)n1, O=C([O-])[O-], CO, [K+], [K+], C1CCOC1. Product: CC(O)c1nccc(N2CCc3c(c(=O)n(-c4cnc5ccccc5n4)n3C)C2)n1. RXN SMILES: [C:1](=[O:2])([CH2:3][CH2:4][CH3:5])[O:6][CH:7]([CH3:8])[c:9]1[n:10][cH:11][cH:12][c:13]([N:15]2[CH2:16][c:17]3[c:18]([n:21]([CH3:35])[n:22](-[c:25]4[n:26][c:27]5[cH:28][cH:29][cH:30][cH:31][c:32]5[n:33][cH:34]4)[c:23]3=[O:24])[CH2:19][CH2:20]2)[n:14]1.[C:36](=[O:37])([O-:38])[O-:39].[CH3:47][OH:48].[K+:40].[K+:41].[O:42]1[CH2:43][CH2:44][CH2:45][CH2:46]1>>[OH:6][CH:7]([CH3:8])[c:9]1[n:10][cH:11][cH:12][c:13]([N:15]2[CH2:16][c:17]3[c:18]([n:21]([CH3:35])[n:22](-[c:25]4[n:26][c:27]5[cH:28][cH:29][cH:30][cH:31][c:32]5[n:33][cH:34]4)[c:23]3=[O:24])[CH2:19][CH2:20]2)[n:14]1. Starting materials: COC(OC)C(CNC(=O)OC(C)(C)C)SCc1ccccc1, CC(=O)O, C1CCOC1, O. Product: CC(C)(C)OC(=O)NCC(C=O)SCc1ccccc1. As a reaction SMILES: [CH2:1]([c:2]1[cH:3][cH:4][cH:5][cH:6][cH:7]1)[S:8][CH:9]([CH2:10][NH:11][C:12]([O:13][C:14]([CH3:15])([CH3:16])[CH3:17])=[O:18])[CH:19]([O:20][CH3:23])[O:21][CH3:22].[CH3:24][C:25](=[O:26])[OH:27].[O:28]1[CH2:29][CH2:30][CH2:31][CH2:32]1.[OH2:33]>>[CH2:1]([c:2]1[cH:3][cH:4][cH:5][cH:6][cH:7]1)[S:8][CH:9]([CH2:10][NH:11][C:12]([O:13][C:14]([CH3:15])([CH3:16])[CH3:17])=[O:18])[CH:19]=[O:20].